Dataset: the Open Reaction Database (ORD), a public repository of structured organic reaction records. Task: describe an organic reaction: reactants, conditions, products, and yield Starting materials: ClC1=CC(=C(C(=O)NC2=CC(NC=C2)=O)C=C1)F (4-chloro-2-fluoro-N-(2-oxo-1H-pyridin-4-yl)benzamide), FC1=CC(=C(C=C1)O)C (4-fluoro-2-methyl-phenol), C(=O)([O-])[O-].[Cs+].[Cs+] (Cs2CO3), O (water). Run in CN1CCCC1=O (NMP). Reaction conditions: temperature 90 celsius, time 2 hour. Product: ClC1=CC(=C(C(=O)NC2=CC(NC=C2)=O)C=C1)OC1=C(C=C(C=C1)F)C (4-chloro-2-(4-fluoro-2-methylphenoxy)-N-(2-oxo-1,2-dihydropyridin-4-yl)benzamide). The yield is 43.0%. Reaction SMILES: [Cl:1][C:2]1[CH:17]=[CH:16][C:5]([C:6]([NH:8][C:9]2[CH:14]=[CH:13][NH:12][C:11](=[O:15])[CH:10]=2)=[O:7])=[C:4](F)[CH:3]=1.[F:19][C:20]1[CH:25]=[CH:24][C:23]([OH:26])=[C:22]([CH3:27])[CH:21]=1.C([O-])([O-])=O.[Cs+].[Cs+].O>CN1C(=O)CCC1>[Cl:1][C:2]1[CH:17]=[CH:16][C:5]([C:6]([NH:8][C:9]2[CH:14]=[CH:13][NH:12][C:11](=[O:15])[CH:10]=2)=[O:7])=[C:4]([O:26][C:23]2[CH:24]=[CH:25][C:20]([F:19])=[CH:21][C:22]=2[CH3:27])[CH:3]=1 |f:2.3.4|. Procedure: To a solution of 4-chloro-2-fluoro-N-(2-oxo-1H-pyridin-4-yl)benzamide (500 mg, 1.87 mmol) in NMP (5 mL) was added 4-fluoro-2-methyl-phenol (709.5 mg, 5.62 mmol) and Cs2CO3 (1.83 g, 5.62 mmol) and the reaction mixture was stirred at 90° C. for 2 hours. The reaction mixture was poured into water and extracted with ethyl acetate (3×). The organics were combined, washed with 3N NaOH (3×), water, brine, dried (Na2SO4) and evaporated to dryness. Purification by silica gel column chromatography gave 4-... The reactants are O1CCN(CC1)C=1C=2N(C=CN1)C=C(N2)CO ((8-Morpholinoimidazo[1,2-a]pyrazin-2-yl)methanol), C1CC(=O)N(C1=O)Br (NBS). Run in C(C)#N (ACN). Reaction conditions: temperature -20 celsius, time 2 hour. The product is BrC1=CN=C(C=2N1C=C(N2)CO)N2CCOCC2 ((5-Bromo-8-morpholinoimidazo[1,2-a]pyrazin-2-yl)methanol). The yield is 45.9%. RXN SMILES: [O:1]1[CH2:6][CH2:5][N:4]([C:7]2[C:8]3[N:9]([CH:13]=[C:14]([CH2:16][OH:17])[N:15]=3)[CH:10]=[CH:11][N:12]=2)[CH2:3][CH2:2]1.C1C(=O)N([Br:25])C(=O)C1>C(#N)C>[Br:25][C:10]1[N:9]2[CH:13]=[C:14]([CH2:16][OH:17])[N:15]=[C:8]2[C:7]([N:4]2[CH2:3][CH2:2][O:1][CH2:6][CH2:5]2)=[N:12][CH:11]=1. Procedure details: To a solution of compound 1d (2.40 g, 10.3 mmol) in ACN (200 mL) was added NBS (2.40 g, 13.5 mmol) in portions at −20° C. The resulting solution was stirred at −20° C. for 2 h, and was concentrated under reduced pressure. The residue was purified by flash column chromatography on silica gel, eluting with EtOAc/petroleum ether (1:1 v/v) to obtain compound 1e as a yellow solid (1.48 g, 41% yield). Mass Spectrum (LCMS, ESI pos.): Calcd. for C11H13BrN4O2: 313.0 (M+H). Found 313.2. Reactants: Brc1cccc(Br)n1, CON(C)C(=O)C1CCN(C(=O)OC(C)(C)C)CC1, [Li]CCCC, CCCCCC, ClCCl, [Na+], [OH-]. Yields the product CC(C)(C)OC(=O)N1CCC(C(=O)c2cccc(Br)n2)CC1. RXN SMILES: [Br:1][c:2]1[n:3][c:4]([Br:8])[cH:5][cH:6][cH:7]1.[C:14]([CH3:15])([CH3:16])([CH3:17])[O:18][C:19](=[O:20])[N:21]1[CH2:22][CH2:23][CH:24]([C:27](=[O:28])[N:29]([O:30][CH3:31])[CH3:32])[CH2:25][CH2:26]1.[CH2:9]([Li:10])[CH2:11][CH2:12][CH3:13].[CH3:38][CH2:39][CH2:40][CH2:41][CH2:42][CH3:43].[Cl:35][CH2:36][Cl:37].[Na+:34].[OH-:33]>>[c:2]1([C:27]([CH:24]2[CH2:23][CH2:22][N:21]([C:19]([O:18][C:14]([CH3:15])([CH3:16])[CH3:17])=[O:20])[CH2:26][CH2:25]2)=[O:28])[n:3][c:4]([Br:8])[cH:5][cH:6][cH:7]1. The reactants are C(C#C)=O (propiolaldehyde), NC1=CC(CCC1)=O (3-amino-2-cyclohexenone). Reaction conditions: time 1 hour. The yield is 54.1%. The product is N1=CC=CC=2C(CCCC12)=O (7,8-dihydro-5(6H)-quinolinone). Reported procedure: The procedure of Rimek and Zymalkowski (Arch. Pharm. 1961, 294, 759-765) was followed. Over a period of 1 hour, 40.9 g (0.757 mol) of freshly-distilled propiolaldehyde was added dropwise to a solution of 42.1 g (0.379 mol) of 3-amino-2-cyclohexenone in 1.5 1 of N,N-dimethylformamide (DMF). The solution was stirred at room temperature for 12 hours. The DMF was evaporated at reduced pressure. Vacuum distillation (bp 60°-65° C. at 0.025-0.050 mmHg) of the resultant black tars gave 30.2 g (54.2%) of... Run in CN(C=O)C (N,N-dimethylformamide). RXN SMILES: [CH:1](=O)[C:2]#[CH:3].[NH2:5][C:6]1[CH2:11][CH2:10][CH2:9][C:8](=[O:12])[CH:7]=1>CN(C)C=O>[N:5]1[C:6]2[CH2:11][CH2:10][CH2:9][C:8](=[O:12])[C:7]=2[CH:3]=[CH:2][CH:1]=1. Starting materials: Cl (HCl), C(C)OC(NC1=CC(=CC=C1)CN1N=C(C=CC1=O)C1=CC=C(C=C1)C(NO)=N)=O (ethyl(3-{3-[4-(N-hydroxycarbamimidoyl)phenyl]-6-oxo-6H-pyridazin-1-ylmethyl}phenyl)carbamate), ClC(=O)OCC (ethyl chloroformate), N1=CC=CC=C1 (pyridine). Solvent: O (water), CN(C)C=O (DMF). Run at temperature 100 celsius, time 24 hour. Yields the product C(C)OC(NC1=CC(=CC=C1)CN1N=C(C=CC1=O)C1=CC=C(C=C1)C1=NOC(N1)=O)=O (ethyl(3-{6-oxo-3-[4-(5-oxo-4,5-dihydro-1,2,4-oxadiazol-3-yl)-phenyl]-6H-pyridazin-1-ylmethyl}phenyl)carbamate). Reaction SMILES: [CH2:1]([O:3][C:4](=[O:30])[NH:5][C:6]1[CH:11]=[CH:10][CH:9]=[C:8]([CH2:12][N:13]2[C:18](=[O:19])[CH:17]=[CH:16][C:15]([C:20]3[CH:25]=[CH:24][C:23]([C:26](=[NH:29])[NH:27][OH:28])=[CH:22][CH:21]=3)=[N:14]2)[CH:7]=1)[CH3:2].N1C=CC=CC=1.Cl[C:38](OCC)=[O:39].Cl>CN(C=O)C.O>[CH2:1]([O:3][C:4](=[O:30])[NH:5][C:6]1[CH:11]=[CH:10][CH:9]=[C:8]([CH2:12][N:13]2[C:18](=[O:19])[CH:17]=[CH:16][C:15]([C:20]3[CH:21]=[CH:22][C:23]([C:26]4[NH:29][C:38](=[O:39])[O:28][N:27]=4)=[CH:24][CH:25]=3)=[N:14]2)[CH:7]=1)[CH3:2]. Reported procedure: 500 mg (123 mmol) of ethyl(3-{3-[4-(N-hydroxycarbamimidoyl)phenyl]-6-oxo-6H-pyridazin-1-ylmethyl}phenyl)carbamate are dissolved in 20 ml of DMF, and 300 μl of pyridine are added. 128 μl (1.35 mmol) of ethyl chloroformate are subsequently added, and the solution is stirred at 100° C. for 24 h. 10 ml of 1 N HCl and water are added to the reaction mixture. The batch is evaporated to dryness, ethyl acetate is added, and the mixture is extracted with water. The organic phase is dried over sodium sulf... Run in CO (methanol). RXN SMILES: [C:1]1([NH:7][C:8]([NH:10][C:11]2[CH:16]=[CH:15][CH:14]=[CH:13][CH:12]=2)=S)[CH:6]=[CH:5][CH:4]=[CH:3][CH:2]=1.C[O:18]C1C=CC([Te](C2C=CC(OC)=CC=2)=O)=CC=1>CO>[C:1]1([NH:7][C:8]([NH:10][C:11]2[CH:16]=[CH:15][CH:14]=[CH:13][CH:12]=2)=[O:18])[CH:6]=[CH:5][CH:4]=[CH:3][CH:2]=1. Procedure: 1,3-Diphenylthiourea (114 mg, 0,5 mmol) was reacted with bis-(p-methoxyphenyl)-telluroxide for 16 h (methanol as solvent), the methanol was evaporated off under vacuum, the residue triturated with benzene and filtered to afford 1,3-diphenylurea as a white solid (72 mg, 68%), m.p. 234° (lit., 238°-239°). Isolated yield 68.0%. Starting materials: C1(=CC=CC=C1)NC(=S)NC1=CC=CC=C1 (1,3-Diphenylthiourea), COC1=CC=C(C=C1)[Te](=O)C1=CC=C(C=C1)OC (bis-(p-methoxyphenyl)-telluroxide). The product is C1(=CC=CC=C1)NC(=O)NC1=CC=CC=C1 (1,3-diphenylurea). The reactants are C(=O)(O)[O-].[Na+] (NaHCO3), Cl.ClCCN(CC1=CC=CC=C1)C (N-(2-chloroethyl)-N-methylbenzenemethanamine hydrochloride), C1NCC2=CC=CC=C12 (1,3-dihydroisoindole), [OH-].[K+] (KOH). The solvent is CCO (EtOH). Yields the product C(C1=CC=CC=C1)N(C)CCN1CC2=CC=CC=C2C1 (2-[2-(N-Benzyl-N-methylamino)ethyl]-1,3-dihydroisoindole). Reaction SMILES: [CH2:1]1[C:9]2[C:4](=[CH:5][CH:6]=[CH:7][CH:8]=2)[CH2:3][NH:2]1.C([O-])(O)=O.[Na+].Cl.Cl[CH2:17][CH2:18][N:19]([CH3:27])[CH2:20][C:21]1[CH:26]=[CH:25][CH:24]=[CH:23][CH:22]=1.[OH-].[K+]>CCO>[CH2:20]([N:19]([CH2:18][CH2:17][N:2]1[CH2:3][C:4]2[C:9](=[CH:8][CH:7]=[CH:6][CH:5]=2)[CH2:1]1)[CH3:27])[C:21]1[CH:26]=[CH:25][CH:24]=[CH:23][CH:22]=1 |f:1.2,3.4,5.6|. Procedure: A solution of 1,3-dihydroisoindole [Bornstein, J.; Shield, J. E.; Boisselle, A. P. Organic Synthesis, Collective Vol 5; John Wiley & Son, Inc; New York, 1973, 406-408] (2.30 g, 19.3 mmol), NaHCO3 (5.59 g, 66.6 mmol), and N-(2-chloroethyl)-N-methylbenzenemethanamine hydrochloride (4.25 g, 19.3 mmol) in anhydrous EtOH was refluxed overnight under an atmosphere of N2. The black, opaque mixture was filtered and the solids were washed with EtOH. The filtrate was concentrated to give a black slurry. T...